This data is from the Open Reaction Database (ORD), a public repository of structured organic reaction records. The task is: describe an organic reaction: reactants, conditions, products, and yield The reactants are N#CCC(=O)O, ClCCCl, CCN(C(C)C)C(C)C, O=C1CNCCN1Cc1ccc(F)cc1, CN(C)C=O, On1nnc2ccccc21. Product: N#CCC(=O)N1CCN(Cc2ccc(F)cc2)C(=O)C1. RXN SMILES: [C:16](#[N:17])[CH2:18][C:19](=[O:20])[OH:21].[CH2:22]([Cl:23])[CH2:24][Cl:25].[CH:41]([N:42]([CH2:43][CH3:44])[CH:45]([CH3:46])[CH3:47])([CH3:48])[CH3:49].[F:1][c:2]1[cH:3][cH:4][c:5]([CH2:6][N:7]2[C:8](=[O:13])[CH2:9][NH:10][CH2:11][CH2:12]2)[cH:14][cH:15]1.[O:36]=[CH:37][N:38]([CH3:39])[CH3:40].[OH:26][n:27]1[c:28]2[c:29]([cH:30][cH:31][cH:32][cH:33]2)[n:34][n:35]1>>[F:1][c:2]1[cH:3][cH:4][c:5]([CH2:6][N:7]2[C:8](=[O:13])[CH2:9][N:10]([C:19]([CH2:18][C:16]#[N:17])=[O:20])[CH2:11][CH2:12]2)[cH:14][cH:15]1. Reactants: FC1=CC=C(C=C1)CC(=O)O (4-fluorophenylacetic acid), BrN1C(CCC1=O)=O (N-bromosuccinimide), N(=NC(C#N)(C)C)C(C#N)(C)C (azobisisobutyronitrile). Solvent: C(Cl)(Cl)(Cl)Cl (carbontetrachloride). Product: BrC(C(=O)O)C1=CC=C(C=C1)F (α-bromo-4-fluorophenylacetic acid). Reaction SMILES: [F:1][C:2]1[CH:7]=[CH:6][C:5]([CH2:8][C:9]([OH:11])=[O:10])=[CH:4][CH:3]=1.[Br:12]N1C(=O)CCC1=O.N(C(C)(C)C#N)=NC(C)(C)C#N>C(Cl)(Cl)(Cl)Cl>[Br:12][CH:8]([C:5]1[CH:4]=[CH:3][C:2]([F:1])=[CH:7][CH:6]=1)[C:9]([OH:11])=[O:10]. Procedure: A solution of 4-fluorophenylacetic acid (9.7 g), N-bromosuccinimide (11.2 g) and azobisisobutyronitrile (AIBN, 0.2 g) in carbontetrachloride (100 ml) was reluxed for 2 hours. After cooling it was filtered through Celite® and the filtrate was evaporated to give an oily residue of α-bromo-4-fluorophenylacetic acid, which was used for next step without purification. Starting materials: C1CCOC1, C[Si](C)(C)[N-][Si](C)(C)C, CC(=O)O, CC(C)Oc1cccc(CN2CCC3(CC2C)C(NC2CCCCC2)=NC(=O)N3c2cccc(F)c2)c1, CI, [Li+]. Yields the product CC(C)Oc1cccc(CN2CCC3(CC2C)C(=NC2CCCCC2)N(C)C(=O)N3c2cccc(F)c2)c1. Reaction SMILES: [CH2:54]1[O:55][CH2:56][CH2:57][CH2:58]1.[CH3:38][Si:39]([N-:40][Si:41]([CH3:42])([CH3:43])[CH3:44])([CH3:45])[CH3:46].[CH3:50][C:51](=[O:52])[OH:53].[CH:1]1([NH:7][C:8]2=[N:9][C:10](=[O:37])[N:11]([c:30]3[cH:31][c:32]([F:36])[cH:33][cH:34][cH:35]3)[C:12]23[CH2:13][CH:14]([CH3:29])[N:15]([CH2:18][c:19]2[cH:20][c:21]([O:25][CH:26]([CH3:27])[CH3:28])[cH:22][cH:23][cH:24]2)[CH2:16][CH2:17]3)[CH2:2][CH2:3][CH2:4][CH2:5][CH2:6]1.[I:48][CH3:49].[Li+:47]>>[CH:1]1([N:7]=[C:8]2[N:9]([CH3:38])[C:10](=[O:37])[N:11]([c:30]3[cH:31][c:32]([F:36])[cH:33][cH:34][cH:35]3)[C:12]23[CH2:13][CH:14]([CH3:29])[N:15]([CH2:18][c:19]2[cH:20][c:21]([O:25][CH:26]([CH3:27])[CH3:28])[cH:22][cH:23][cH:24]2)[CH2:16][CH2:17]3)[CH2:2][CH2:3][CH2:4][CH2:5][CH2:6]1. Starting materials: COC(=O)C12C3C4C5(C3C1C5C24)C(=O)OC (Cubane-1,4-dicarboxylic acid dimethyl ester), [OH-].[Na+] (NaOH). Run in O (water), CO (methanol). Yields the product C(=O)(O)C12C3C4C5(C3C1C5C24)C(=O)OC (1-carboxy-4-carbomethoxycubane). The yield is 77.4%. As a reaction SMILES: [CH3:1][O:2][C:3]([C:5]12[CH:12]3[CH:7]4[C:8]5([C:13]([O:15]C)=[O:14])[CH:11]3[CH:10]1[CH:9]5[CH:6]24)=[O:4].[OH-].[Na+]>CO.O>[C:13]([C:8]12[CH:7]3[CH:6]4[C:5]5([C:3]([O:2][CH3:1])=[O:4])[CH:12]3[CH:11]1[CH:10]5[CH:9]24)([OH:15])=[O:14] |f:1.2|. Procedure: Cubane-1,4-dicarboxylic acid dimethyl ester (3.10 g, 14.1 mmol) purchased from Enichem Sintesi SpA, was dissolved in 75 ml of hot methanol in a 250 ml, round-bottomed flask equipped with a condenser. Solid NaOH (ACS grade 0.560 g, 14.1 mmol) was added, and the reaction mixture was refluxed under N2 for 13-15 h, then cooled to room temperature. The reaction mixture was diluted with 120 ml of water and extracted with ether (1×75 ml, 3×25 ml). The combined organic layer was dried over Na2SO4, filte... Starting materials: CO, CNC, Cl, N#C[Na], O, O=Cc1cccs1. Product: CN(C)C(C#N)c1cccs1. RXN SMILES: [CH3:16][OH:17].[CH3:2][NH:3][CH3:4].[ClH:1].[Na:5][C:6]#[N:7].[OH2:15].[s:8]1[c:9]([CH:13]=[O:14])[cH:10][cH:11][cH:12]1>>[CH3:2][N:3]([CH3:4])[CH:13]([C:6]#[N:7])[c:9]1[s:8][cH:12][cH:11][cH:10]1. The reactants are COC=1C=C(OC2=C(C(=O)O)C=CC=N2)C=CC1 (2-(3-methoxy-phenoxy)-nicotinic acid), O.ON1N=NC2=C1C=CC=C2 (1-hydroxybenzotriazole hydrate), Cl.C(C)N=C=N (3-ethylcarbodiimide hydrochloride). Run in O (water), CN(C=O)C (dimethylformamide). Product: ClC1=C(CNC(C2=C(N=CC=C2)OC2=CC(=CC=C2)OC)=O)C=CC=C1 (N-(2-Chloro-benzyl)-2-(3-methoxy-phenoxy)-nicotinamide). RXN SMILES: [CH3:1][O:2][C:3]1[CH:4]=[C:5]([CH:16]=[CH:17][CH:18]=1)[O:6][C:7]1[N:15]=[CH:14][CH:13]=[CH:12][C:8]=1[C:9]([OH:11])=O.O.ON1[C:25]2[CH:26]=[CH:27][CH:28]=[CH:29][C:24]=2N=N1.[ClH:30].C(N=[C:34]=[NH:35])C>CN(C)C=O.O>[Cl:30][C:24]1[CH:29]=[CH:28][CH:27]=[CH:26][C:25]=1[CH2:34][NH:35][C:9](=[O:11])[C:8]1[CH:12]=[CH:13][CH:14]=[N:15][C:7]=1[O:6][C:5]1[CH:16]=[CH:17][CH:18]=[C:3]([O:2][CH3:1])[CH:4]=1 |f:1.2,3.4|. Reported procedure: To a solution of 2-(3-methoxy-phenoxy)-nicotinic acid (0,300 grams, 1.224 mmole) 2-Chloro-benzylamine (0.166 grams, 1.160 mmole), and 1-hydroxybenzotriazole hydrate (0.173 grams, 1.283 mmole) in dry dimethylformamide (30 ml) was added 1-(3-dimethylamino)-propyl)-3-ethylcarbodiimide hydrochloride (0.269 grams, 1.399 mmole) and stirred over night. The mixture was diluted with 200 ml water and extracted with ethyl acetate. The combined extracts were washed with water and brine, dried over MgSO4, fi... Starting materials: material, ClCC(=O)C1=CC=CC=2NC3=C(CCC21)C=CC=C3 (2-chloroacetyl-10,11-dihydro-5H-dibenz[b,f]azepine), FC1=CC2=C(C(=NO2)C2CCNCC2)C=C1 (4-(6-fluoro-1,2-benzisoxazol-3-yl)piperidine), C(=O)([O-])[O-].[K+].[K+] (K2CO3), C(\C=C\C(=O)O)(=O)O (fumaric acid). Run in C(C)O (ethanol), C(C)#N (acetonitrile), C(C)O (ethanol). Product: C(\C=C\C(=O)O)(=O)O.FC1=CC2=C(C(=NO2)C2CCN(CC2)CC(=O)N2C3=C(CCC4=C2C=CC=C4)C=CC=C3)C=C1 (N-[2-[4-(6-Fluoro-1,2-benzisoxazol-3-yl)-1-piperidinyl]acetyl]-10,11-dihydro-5H-dibenz[b,f]azepine fumarate). As a reaction SMILES: ClCC([C:5]1[C:15]2[CH2:14][CH2:13][C:12]3[CH:16]=[CH:17][CH:18]=[CH:19][C:11]=3[NH:10][C:9]=2[CH:8]=[CH:7][CH:6]=1)=O.[F:20][C:21]1[CH:35]=[CH:34][C:24]2[C:25]([CH:28]3[CH2:33][CH2:32][NH:31][CH2:30][CH2:29]3)=[N:26][O:27][C:23]=2[CH:22]=1.C([O-])([O-])=O.[K+].[K+].[C:42]([OH:49])(=[O:48])/[CH:43]=[CH:44]/[C:45]([OH:47])=[O:46]>C(#N)C.C(O)C>[C:42]([OH:49])(=[O:48])/[CH:43]=[CH:44]/[C:45]([OH:47])=[O:46].[F:20][C:21]1[CH:35]=[CH:34][C:24]2[C:25]([CH:28]3[CH2:29][CH2:30][N:31]([CH2:44][C:45]([N:10]4[C:11]5[CH:19]=[CH:18][CH:17]=[CH:16][C:12]=5[CH2:13][CH2:14][C:15]5[CH:5]=[CH:6][CH:7]=[CH:8][C:9]4=5)=[O:46])[CH2:32][CH2:33]3)=[N:26][O:27][C:23]=2[CH:22]=1 |f:2.3.4,8.9|. Procedure: A stirred mixture of 2-chloroacetyl-10,11-dihydro-5H-dibenz[b,f]azepine (6.6 g, 24.3 mmol), 4-(6-fluoro-1,2-benzisoxazol-3-yl)piperidine (5 g, 22.7 mmol) and K2CO3 (3.5 g, 40 mmol) in acetonitrile (300 ml) was heated at reflux for 4 hours. The insolubles were filtered, and the solvent was removed on a rotary evaporator. The crude product was purified by flash chromatography over a silica gel column (100 g of SiO2 ; eluted with dichloromethane (DCM) and 1-2% CH3OH in DCM). The product thus obtain... Starting materials: CC(=O)c1c(NC(c2cccc(F)c2)C2CCC2)oc(=O)c2c(F)cc(F)cc12, CC(=O)OC(C)=O, O=C(Cc1cc(F)cc(F)c1C(=O)O)NC(c1cccc(F)c1)C1CCC1, Cc1oc(=O)c2c(F)cc(F)cc2c1C(=O)NC(c1cccc(F)c1)C1CCC1, [Na+], C1CCOC1, [OH-]. Product: CC(=O)C(C(=O)NC(c1cccc(F)c1)C1CCC1)c1cc(F)cc(F)c1C(=O)O. As a reaction SMILES: [C:28]([CH3:29])(=[O:30])[c:31]1[c:32]2[cH:33][c:34]([F:35])[cH:36][c:37]([F:38])[c:39]2[c:40](=[O:41])[o:42][c:43]1[NH:44][CH:45]([CH:46]1[CH2:47][CH2:48][CH2:49]1)[c:50]1[cH:51][cH:52][cH:53][c:54]([F:55])[cH:56]1.[CH3:88][C:89]([O:90][C:91](=[O:92])[CH3:93])=[O:94].[CH:1]1([CH:5]([c:6]2[cH:7][c:8]([F:12])[cH:9][cH:10][cH:11]2)[NH:13][C:14](=[O:15])[CH2:16][c:17]2[c:18]([C:19](=[O:20])[OH:21])[c:22]([F:27])[cH:23][c:24]([F:26])[cH:25]2)[CH2:2][CH2:3][CH2:4]1.[CH:57]1([CH:58]([NH:59][C:60]([c:61]2[c:62]3[cH:63][c:64]([F:65])[cH:66][c:67]([F:68])[c:69]3[c:70](=[O:71])[o:72][c:73]2[CH3:74])=[O:75])[c:76]2[cH:77][cH:78][cH:79][c:80]([F:81])[cH:82]2)[CH2:83][CH2:84][CH2:85]1.[Na+:87].[O:95]1[CH2:96][CH2:97][CH2:98][CH2:99]1.[OH-:86]>>[CH:1]1([CH:5]([c:6]2[cH:7][c:8]([F:12])[cH:9][cH:10][cH:11]2)[NH:13][C:14](=[O:15])[CH:16]([c:17]2[c:18]([C:19](=[O:20])[OH:21])[c:22]([F:27])[cH:23][c:24]([F:26])[cH:25]2)[C:28]([CH3:29])=[O:30])[CH2:2][CH2:3][CH2:4]1. As a reaction SMILES: [C:32]([CH3:33])([CH3:34])([CH3:35])[O:36][C:37](=[O:38])[N:39]1[CH:40]([CH2:45][OH:46])[CH2:41][NH:42][CH2:43][CH2:44]1.[Cl:1][c:2]1[c:3]([CH2:4][n:5]2[n:6][cH:7][c:8]3[cH:9][c:10]([CH:14]=[C:15]4[C:16](=[O:23])[N:17]=[C:18]([S:20][CH2:21][CH3:22])[S:19]4)[cH:11][cH:12][c:13]23)[cH:24][cH:25][c:26]([C:28]([CH3:29])([CH3:30])[OH:31])[cH:27]1>>[Cl:1][c:2]1[c:3]([CH2:4][n:5]2[n:6][cH:7][c:8]3[cH:9][c:10]([CH:14]=[C:15]4[C:16](=[O:23])[N:17]=[C:18]([N:42]5[CH2:41][CH:40]([CH2:45][OH:46])[N:39]([C:37]([O:36][C:32]([CH3:33])([CH3:34])[CH3:35])=[O:38])[CH2:44][CH2:43]5)[S:19]4)[cH:11][cH:12][c:13]23)[cH:24][cH:25][c:26]([C:28]([CH3:29])([CH3:30])[OH:31])[cH:27]1. The reactants are CC(C)(C)OC(=O)N1CCNCC1CO, CCSC1=NC(=O)C(=Cc2ccc3c(cnn3Cc3ccc(C(C)(C)O)cc3Cl)c2)S1. Yields the product CC(C)(C)OC(=O)N1CCN(C2=NC(=O)C(=Cc3ccc4c(cnn4Cc4ccc(C(C)(C)O)cc4Cl)c3)S2)CC1CO.